From a dataset of the Open Reaction Database (ORD), a public repository of structured organic reaction records. describe an organic reaction: reactants, conditions, products, and yield Starting materials: [BH4-].[Na+] (Sodium borohydride), C(C)(C)(C)OC(CC(CCC1=CC=C(C=C1)I)=O)=O (5-(4-iodo-phenyl)-3-oxo-pentanoic acid tert-butyl ester), C(C)(C)(C)OC(CC(CCC1=CC=C(C=C1)I)=O)=O (5-(4-iodo-phenyl)-3-oxo-pentanoic acid tert-butyl ester). Run in CO (methanol). Run at time 20 minute. The product is C(C)(C)(C)OC(CC(CCC1=CC=C(C=C1)I)O)=O (3-Hydroxy-5-(4-iodo-phenyl)-pentanoic acid tert-butyl ester). Yield: 81.5%. As a reaction SMILES: [BH4-].[Na+].[C:3]([O:7][C:8](=[O:21])[CH2:9][C:10](=[O:20])[CH2:11][CH2:12][C:13]1[CH:18]=[CH:17][C:16]([I:19])=[CH:15][CH:14]=1)([CH3:6])([CH3:5])[CH3:4]>CO>[C:3]([O:7][C:8](=[O:21])[CH2:9][CH:10]([OH:20])[CH2:11][CH2:12][C:13]1[CH:14]=[CH:15][C:16]([I:19])=[CH:17][CH:18]=1)([CH3:6])([CH3:4])[CH3:5] |f:0.1|. Procedure: Sodium borohydride (198 mg, 5.20 mmol) was added in one portion to a stirred solution of 5-(4-iodo-phenyl)-3-oxo-pentanoic acid tert-butyl ester (Intermediate 8, 1.78 g, 4.76 mmol) in methanol (15 mL) at 0° C. The reaction was stirred for 20 minutes then quenched with 1 M HCl (15 mL). The resulting mixture was extracted with diethyl ether (3×20 mL). The organic phases were combined, dried (MgSO4) then the solvent removed by evaporation under reduced pressure to give the title compound (1.46 g, 8...